Dataset: the Open Reaction Database (ORD), a public repository of structured organic reaction records. Task: describe an organic reaction: reactants, conditions, products, and yield Starting materials: CC(C)O, Fc1ccc(-c2ccc3nc(Cl)nc(CCC4OCCCO4)c3n2)cc1, [NH4+], [OH-]. The product is Nc1nc(CCC2OCCCO2)c2nc(-c3ccc(F)cc3)ccc2n1. Reaction SMILES: [CH:29]([OH:30])([CH3:31])[CH3:32].[Cl:1][c:2]1[n:3][c:4]([CH2:19][CH2:20][CH:21]2[O:22][CH2:23][CH2:24][CH2:25][O:26]2)[c:5]2[c:6]([n:7]1)[cH:8][cH:9][c:10](-[c:12]1[cH:13][cH:14][c:15]([F:18])[cH:16][cH:17]1)[n:11]2.[NH4+:27].[OH-:28]>>[c:2]1([NH2:27])[n:3][c:4]([CH2:19][CH2:20][CH:21]2[O:22][CH2:23][CH2:24][CH2:25][O:26]2)[c:5]2[c:6]([n:7]1)[cH:8][cH:9][c:10](-[c:12]1[cH:13][cH:14][c:15]([F:18])[cH:16][cH:17]1)[n:11]2. Starting materials: amines, CNC(C1=CC(=C(C=C1)I)[N+](=O)[O-])=O (N-methyl-4-iodo-3-nitrobenzamide), C[Si](CC#C)(C)C (trimethylpropargylsilane), C[Si](C)(C)C#C (trimethylsilylacetylene), IC1=C(C=C(C(=O)O)C=C1)[N+](=O)[O-] (4-iodo-3-nitrobenzoic acid). The product is C(C1=CC=CC=C1)(=O)NC(C1=CC(=C(C=C1)C#C)[N+](=O)[O-])=O (N-benzoyl-4-ethynyl-3-nitrobenzamide). RXN SMILES: C[Si]([C:5]#[CH:6])(C)C.I[C:8]1[CH:16]=[CH:15][C:11]([C:12]([OH:14])=O)=[CH:10][C:9]=1[N+:17]([O-:19])=[O:18].C[NH:21][C:22](=[O:33])[C:23]1[CH:28]=[CH:27][C:26](I)=[C:25]([N+]([O-])=O)[CH:24]=1.C[Si](C)(C)CC#C>>[C:22]([NH:21][C:12](=[O:14])[C:11]1[CH:15]=[CH:16][C:8]([C:5]#[CH:6])=[C:9]([N+:17]([O-:19])=[O:18])[CH:10]=1)(=[O:33])[C:23]1[CH:28]=[CH:27][CH:26]=[CH:25][CH:24]=1. Procedure: Compound I-14, Compound I-15, Compound I-16, Compound I-17, Compound I-18, Compound I-19, Compound I-20, Compound I-21, Compound I-22, Compound I-23, Compound I-24 and Compound I-25 were prepared sequentially according to the methods of Example 14, Example 15 and Example 16, by selecting appropriate amines and trimethylsilylacetylene, using the Compound 4-iodo-3-nitrobenzoic acid (Compound VI-1) as starting material; Compound I-26 was prepared sequentially according to the methods of Example 15 ... Reactants: NC(C1=C(C=C(C(=O)OC)C=C1)OC)=NO (methyl 4-[amino(hydroxyimino)methyl]-3-methoxybenzoate), COCCN(C)CC=1C=C(C#N)C=CC1 (3-{[(2-Methoxy-ethyl)-methyl-amino]-methyl}-benzonitrile). Yields the product ONC(C1=CC(=CC=C1)CN(C)CCOC)=N (N-Hydroxy-3-{[(2-methoxy-ethyl)-methyl-amino]-methyl}-benzamidine). Yield: 93.0%. RXN SMILES: [NH2:1][C:2](=[N:15][OH:16])[C:3]1[CH:12]=[CH:11][C:6](C(OC)=O)=[CH:5][C:4]=1OC.[CH3:17][O:18][CH2:19][CH2:20][N:21]([CH2:23]C1C=C(C=CC=1)C#N)[CH3:22]>>[OH:16][NH:15][C:2](=[NH:1])[C:3]1[CH:4]=[CH:5][CH:6]=[C:11]([CH2:22][N:21]([CH2:20][CH2:19][O:18][CH3:17])[CH3:23])[CH:12]=1. Reported procedure: The title compound was obtained following procedure and work up described for Intermediate 47 step 2 but starting from 3-{[(2-Methoxy-ethyl)-methyl-amino]-methyl}-benzonitrile obtained in step 1 (6.4 g, 31.3 mmol) to give the title compound as yellow viscous liquid (6.9 g, 93%). 1H NMR (DMSO-d6, 400 MHz) δ 9.57 (s, 1H), 7.59 (s, 1H), 7.50-7.53 (m, 1H), 7.28-7.29 (m, 2H), 5.75 (s, 2H), 3.48 (s, 2H), 3.41-3.44 (m, 2H), 3.21 (s, 3H), 2.48-2.52 (m, 2H), 2.13 (s, 3H). LC/MS (Method A): 238.1 (M+H)+. Starting materials: FC(C=1C=C2CCC(C2=CC1)NC(=O)NC1=C2C=NN(C2=CC=C1)C(=O)OC)(F)F (methyl 4-[({[5-(trifluoromethyl)-2,3-dihydro-1H-inden-1-yl]amino}carbonyl)amino]-1H-indazole-1-carboxylate), Cl (HCl). Product: N1N=CC2=C(C=CC=C12)NC(=O)NC1CCC2=CC(=CC=C12)C(F)(F)F (N-1H-indazol-4-yl-N′-[5-(trifluoromethyl)-2,3-dihydro-1H-inden-1-yl]urea). RXN SMILES: [F:1][C:2]([F:30])([F:29])[C:3]1[CH:4]=[C:5]2[C:9](=[CH:10][CH:11]=1)[CH:8]([NH:12][C:13]([NH:15][C:16]1[CH:24]=[CH:23][CH:22]=[C:21]3[C:17]=1[CH:18]=[N:19][N:20]3C(OC)=O)=[O:14])[CH2:7][CH2:6]2.Cl>>[NH:20]1[C:21]2[C:17](=[C:16]([NH:15][C:13]([NH:12][CH:8]3[C:9]4[C:5](=[CH:4][C:3]([C:2]([F:1])([F:29])[F:30])=[CH:11][CH:10]=4)[CH2:6][CH2:7]3)=[O:14])[CH:24]=[CH:23][CH:22]=2)[CH:18]=[N:19]1. Procedure details: The title compound was prepared using the procedure in Example 9, except using methyl 4-[({[5-(trifluoromethyl)-2,3-dihydro-1H-inden-1-yl]amino}carbonyl)amino]-1H-indazole-1-carboxylate instead of methyl 4-[({[5-tert-butyl-2,3-dihydro-1H-inden-1-yl]amino}carbonyl)amino]-1H-indazole-1-carboxylate. 1H NMR (DMSO-d6) δ 1.06 (t, 2.4H, EtOH), 1.82-1.94 (m, 1H), 2.52-2.60 (m, 1H), 2.85-2.97 (m, 1H), 2.98-3.10 (m, 1H), 3.44 (q, 1.6H, EtOH), 5.28 (m, 1H), 7.08 (m, 2H), 7.21 (m, 1H), 7.56 (m, 2H), 7.63 (s... The reactants are ClC=1C=C(N)C=CC1 (3-chloro-aniline), [N+](=O)([O-])[O-].[NH4+] (ammonium nitrate), N#CN (cyanamide), Cl (hydrochloric acid). Run in C(C)O (ethanol). Run at time 20 hour. The product is [N+](=O)(O)[O-].ClC=1C=C(C=CC1)NC(=N)N (3-chloro-phenyl-guanidine nitrate). Reaction SMILES: [Cl:1][C:2]1[CH:3]=[C:4]([CH:6]=[CH:7][CH:8]=1)[NH2:5].[N:9]#[C:10][NH2:11].Cl.[N+:13]([O-:16])([O-:15])=[O:14].[NH4+]>C(O)C>[N+:13]([O-:16])([OH:15])=[O:14].[Cl:1][C:2]1[CH:3]=[C:4]([NH:5][C:10]([NH2:11])=[NH:9])[CH:6]=[CH:7][CH:8]=1 |f:3.4,6.7|. Procedure details: 4.12 ml (39.12 mmol) of 3-chloro-aniline are placed in 25 ml of ethanol, and 3.3 g (78.4 mmol) of cyanamide are added. 5.3 ml (62.7 mmol) of concentrated hydrochloric acid are added dropwise to the brown solution. The reaction solution is then stirred for 20 hours at 78°. After concentration under reduced pressure, the residue is dissolved in 25 ml of water, and 6.3 g (78.4 mmol) of ammonium nitrate are added. The precipitated substance is isolated by filtration, washed with water and dried at 6... Starting materials: COc1ccc(SCCC(=O)O)c(C)c1, ClC(Cl)Cl, [Na+], [OH-]. The product is COc1cc(C)c2c(c1)C(=O)CCS2. Reaction SMILES: [CH3:1][c:2]1[c:3]([S:10][CH2:11][CH2:12][C:13](=[O:14])[OH:15])[cH:4][cH:5][c:6]([O:8][CH3:9])[cH:7]1.[Cl:18][CH:19]([Cl:20])[Cl:21].[Na+:17].[OH-:16]>>[CH3:1][c:2]1[c:3]2[c:4]([cH:5][c:6]([O:8][CH3:9])[cH:7]1)[C:13](=[O:15])[CH2:12][CH2:11][S:10]2. Starting materials: 82C, C1(=CC=CC=C1)C(N1C(C(C2=CC=CC=C12)(C1=CC2=C(C=CS2)C=C1O)O)=O)C1=CC=CC=C1 (1-(diphenylmethyl)-3-hydroxy-3-(5-hydroxy-1-benzothiophen-6-yl)-1,3-dihydro-2H-indol-2-one), C1(=CC=CC=C1)C(N1C(C(C2=C(C=CC=C12)F)(C1=CC2=C(OCCO2)C=C1O)O)=O)C1=CC=CC=C1 (1-(diphenylmethyl)-4-fluoro-3-hydroxy-3-(7-hydroxy-2,3-dihydro-1,4-benzodioxin-6-yl)-1,3-dihydro-2H-indol-2-one). Yields the product C1(=CC=CC=C1)C(N1C(C(C2=CC=CC=C12)C1=CC2=C(C=CS2)C=C1O)=O)C1=CC=CC=C1 (1-(diphenylmethyl)-3-(5-hydroxy-1-benzothiophen-6-yl)-1,3-dihydro-2H-indol-2-one). Reaction SMILES: [C:1]1([CH:7]([C:29]2[CH:34]=[CH:33][CH:32]=[CH:31][CH:30]=2)[N:8]2[C:16]3[C:11](=[CH:12][CH:13]=[CH:14][CH:15]=3)[C:10](O)([C:17]3[C:25]([OH:26])=[CH:24][C:20]4[CH:21]=[CH:22][S:23][C:19]=4[CH:18]=3)[C:9]2=[O:28])[CH:6]=[CH:5][CH:4]=[CH:3][CH:2]=1.C1(C(C2C=CC=CC=2)N2C3C(=C(F)C=CC=3)C(O)(C3C(O)=CC4OCCOC=4C=3)C2=O)C=CC=CC=1>>[C:1]1([CH:7]([C:29]2[CH:34]=[CH:33][CH:32]=[CH:31][CH:30]=2)[N:8]2[C:16]3[C:11](=[CH:12][CH:13]=[CH:14][CH:15]=3)[CH:10]([C:17]3[C:25]([OH:26])=[CH:24][C:20]4[CH:21]=[CH:22][S:23][C:19]=4[CH:18]=3)[C:9]2=[O:28])[CH:2]=[CH:3][CH:4]=[CH:5][CH:6]=1. Procedure details: Following the procedure as described in PREPARATION 82C and making non-critical variations using 1-(diphenylmethyl)-3-hydroxy-3-(5-hydroxy-1-benzothiophen-6-yl)-1,3-dihydro-2H-indol-2-one to replace 1-(diphenylmethyl)-4-fluoro-3-hydroxy-3-(7-hydroxy-2,3-dihydro-1,4-benzodioxin-6-yl)-1,3-dihydro-2H-indol-2-one, 1-(diphenylmethyl)-3-(5-hydroxy-1-benzothiophen-6-yl)-1,3-dihydro-2H-indol-2-one was obtained (94%) as an off-white solid: MS (ES+) m/z 448.1 (M+1).